describe an organic reaction: reactants, conditions, products, and yield From a dataset of the Open Reaction Database (ORD), a public repository of structured organic reaction records. The reactants are FC(C(=O)O)(F)F.BrC=1C(N(C(=CC1OCC1=C(C=C(C=C1)F)F)C)CC1=NC=C(N=C1)C(=O)N1CCN(CC1)C)=O (3-Bromo-4-[(2,4-difluorobenzyl)oxy]-6-methyl-1-({5-[(4-methylpiperazin-1-yl)carbonyl]pyrazin-2-yl}methyl)pyridin-2(1H)-one trifluoroacetate). The solvent is [OH-].[Na+] (NaOH). Product: BrC=1C(N(C(=CC1OCC1=C(C=C(C=C1)F)F)C)CC1=NC=C(N=C1)C(=O)N1CCN(CC1)C)=O (3-Bromo-4-[(2,4-difluorobenzyl)oxy]-6-methyl-1-({5-[(4-methylpiperazin-1-yl)carbonyl]pyrazin-2-yl}methyl)pyridin-2(1H)-one). Isolated yield 63.1%. Reaction SMILES: FC(F)(F)C(O)=O.[Br:8][C:9]1[C:10](=[O:42])[N:11]([CH2:26][C:27]2[CH:32]=[N:31][C:30]([C:33]([N:35]3[CH2:40][CH2:39][N:38]([CH3:41])[CH2:37][CH2:36]3)=[O:34])=[CH:29][N:28]=2)[C:12]([CH3:25])=[CH:13][C:14]=1[O:15][CH2:16][C:17]1[CH:22]=[CH:21][C:20]([F:23])=[CH:19][C:18]=1[F:24]>[OH-].[Na+]>[Br:8][C:9]1[C:10](=[O:42])[N:11]([CH2:26][C:27]2[CH:32]=[N:31][C:30]([C:33]([N:35]3[CH2:36][CH2:37][N:38]([CH3:41])[CH2:39][CH2:40]3)=[O:34])=[CH:29][N:28]=2)[C:12]([CH3:25])=[CH:13][C:14]=1[O:15][CH2:16][C:17]1[CH:22]=[CH:21][C:20]([F:23])=[CH:19][C:18]=1[F:24] |f:0.1,2.3|. Reported procedure: A solution of 3-Bromo-4-[(2,4-difluorobenzyl)oxy]-6-methyl-1-({5-[(4-methylpiperazin-1-yl)carbonyl]pyrazin-2-yl}methyl)pyridin-2(1H)-one trifluoroacetate (0.17 g, 0.00026 mol) in 0.1N NaOH (25 mL) was stirred at room temperature for 15 min. and extracted the product in ethyl acetate (2×20 mL). The combined organic extracts were washed with water (2×20 mL), dried (Na2SO4) and concentrated to dryness. The residue was dried in vacuo to afford the title product (0.09 g, 64%) as a white powder: 1H NM... Starting materials: CCOC(=O)c1c(-c2ccc(Cl)c(Cl)c2)csc1N1C(=O)c2ccccc2C1=O, CO, Cl, [Na+], [OH-], O. Yields the product O=C(O)c1c(-c2ccc(Cl)c(Cl)c2)csc1N1C(=O)c2ccccc2C1=O. Reaction SMILES: [CH2:5]([CH3:6])[O:7][C:8](=[O:9])[c:10]1[c:11]([N:23]2[C:24](=[O:33])[c:25]3[cH:26][cH:27][cH:28][cH:29][c:30]3[C:31]2=[O:32])[s:12][cH:13][c:14]1-[c:15]1[cH:16][c:17]([Cl:22])[c:18]([Cl:21])[cH:19][cH:20]1.[CH3:3][OH:4].[ClH:34].[Na+:2].[OH-:1].[OH2:35]>>[O:7]=[C:8]([OH:9])[c:10]1[c:11]([N:23]2[C:24](=[O:33])[c:25]3[cH:26][cH:27][cH:28][cH:29][c:30]3[C:31]2=[O:32])[s:12][cH:13][c:14]1-[c:15]1[cH:16][c:17]([Cl:22])[c:18]([Cl:21])[cH:19][cH:20]1. The reactants are COC=1C=CC(=NC1C)C(=O)O (5-methoxy-6-methyl-pyridine-2-carboxylic acid), I (hydrogen iodide), [O-]S(=O)[O-].[Na+].[Na+] (Na2SO3). The solvent is O (water). The product is OC=1C=CC(=NC1C)C(=O)O (5-hydroxy-6-methylpicolinic acid). As a reaction SMILES: C[O:2][C:3]1[CH:4]=[CH:5][C:6]([C:10]([OH:12])=[O:11])=[N:7][C:8]=1[CH3:9].I.[O-]S([O-])=O.[Na+].[Na+]>O>[OH:2][C:3]1[CH:4]=[CH:5][C:6]([C:10]([OH:12])=[O:11])=[N:7][C:8]=1[CH3:9] |f:2.3.4|. Procedure details: A mixture of 5-methoxy-6-methyl-pyridine-2-carboxylic acid (53 mg, 0.32 mmol) and hydrogen iodide (2.06 mL of 57% w/v, 9.20 mmol) was heated at reflux for 4 hours. The reaction was cooled to room temperature before water (3 mL) was added. Na2SO3 was added to decolorize the reaction. The aqueous layer was decanted and the pH was adjusted to 3-4 using 2 M HCl. The product was extracted using ethyl acetate (7×5 mL). The organic layer was dried over sodium sulfate, filtered and the solvent was evapo... The reactants are CC(C)=O, COc1ccc(C(O)Cc2c(Cl)cncc2Cl)c2c1OC1(CCCC1)O2. Yields the product COc1ccc(C(=O)Cc2c(Cl)cncc2Cl)c2c1OC1(CCCC1)O2. Reaction SMILES: [CH3:27][C:28](=[O:29])[CH3:30].[Cl:1][c:2]1[cH:3][n:4][cH:5][c:6]([Cl:26])[c:7]1[CH2:8][CH:9]([OH:10])[c:11]1[cH:12][cH:13][c:14]([O:24][CH3:25])[c:15]2[c:16]1[O:17][C:18]1([O:19]2)[CH2:20][CH2:21][CH2:22][CH2:23]1>>[Cl:1][c:2]1[cH:3][n:4][cH:5][c:6]([Cl:26])[c:7]1[CH2:8][C:9](=[O:10])[c:11]1[cH:12][cH:13][c:14]([O:24][CH3:25])[c:15]2[c:16]1[O:17][C:18]1([O:19]2)[CH2:20][CH2:21][CH2:22][CH2:23]1. The reactants are O=C([O-])[O-], Cc1cc(C(F)(F)F)nn1CC(=O)N1CCC(c2nc(-c3cc(-c4ccccc4)on3)cs2)CC1, CNC(CN)c1ccccc1, CC(C)(C)O, Cc1cc(C(F)(F)F)nn1CC(=O)N1CCC(c2nc(C=O)cs2)CC1, I, [K+], [K+]. Yields the product Cc1cc(C(F)(F)F)nn1CC(=O)N1CCC(c2nc(C3=NCC(c4ccccc4)N3C)cs2)CC1. RXN SMILES: [C:73](=[O:74])([O-:75])[O-:76].[CH3:27][c:28]1[n:29]([CH2:30][C:31]([N:32]2[CH2:33][CH2:34][CH:35]([c:36]3[s:37][cH:38][c:39](-[c:40]4[cH:41][c:42](-[c:43]5[cH:44][cH:45][cH:46][cH:47][cH:48]5)[o:49][n:50]4)[n:51]3)[CH2:52][CH2:53]2)=[O:54])[n:55][c:56]([C:57]([F:58])([F:59])[F:60])[cH:61]1.[CH3:62][NH:63][CH:64]([CH2:65][NH2:66])[c:67]1[cH:68][cH:69][cH:70][cH:71][cH:72]1.[CH3:80][C:81]([OH:82])([CH3:83])[CH3:84].[CH:1](=[O:2])[c:3]1[n:4][c:5]([CH:8]2[CH2:9][CH2:10][N:11]([C:14]([CH2:15][n:16]3[n:17][c:18]([C:22]([F:23])([F:24])[F:25])[cH:19][c:20]3[CH3:21])=[O:26])[CH2:12][CH2:13]2)[s:6][cH:7]1.[I:79].[K+:77].[K+:78]>>[C:1]1([c:3]2[n:4][c:5]([CH:8]3[CH2:9][CH2:10][N:11]([C:14]([CH2:15][n:16]4[n:17][c:18]([C:22]([F:23])([F:24])[F:25])[cH:19][c:20]4[CH3:21])=[O:26])[CH2:12][CH2:13]3)[s:6][cH:7]2)=[N:66][CH2:65][CH:64]([c:67]2[cH:68][cH:69][cH:70][cH:71][cH:72]2)[N:63]1[CH3:62]. The reactants are aminopropyl, C1=CC(=CC(=C1)Cl)C(=O)OO (mCPBA), C1(CC1)NC(=O)C=1C=C(C(=C(C1)C1=CC=C(C=N1)C(=O)NC(C)(C)C)C)F (6-{5-[(cyclopropylamino)carbonyl]-3-fluoro-2-methylphenyl}-N-(1,1-dimethylethyl)-3-pyridinecarboxamide), C1(CC1)NC(=O)C=1C=C(C(=C(C1)C1=CC=C(C=N1)C(=O)NC(C)(C)C)C)F (6-{5-[(cyclopropylamino)carbonyl]-3-fluoro-2-methylphenyl}-N-(1,1-dimethylethyl)-3-pyridinecarboxamide). The solvent is C(Cl)(Cl)Cl (chloroform), CO (methanol). Conditions: temperature 60 celsius. Product: C1(CC1)NC(=O)C=1C=C(C(=C(C1)C1=CC=C(C=[N+]1[O-])C(=O)NC(C)(C)C)C)F (6-{5-[(cyclopropylamino)carbonyl]-3-fluoro-2-methylphenyl}-N-(1,1-dimethylethyl)-3-pyridinecarboxamide 1-oxide). Reaction SMILES: C1C=C(Cl)C=C(C(OO)=[O:9])C=1.[CH:12]1([NH:15][C:16]([C:18]2[CH:19]=[C:20]([F:38])[C:21]([CH3:37])=[C:22]([C:24]3[N:29]=[CH:28][C:27]([C:30]([NH:32][C:33]([CH3:36])([CH3:35])[CH3:34])=[O:31])=[CH:26][CH:25]=3)[CH:23]=2)=[O:17])[CH2:14][CH2:13]1>C(Cl)(Cl)Cl.CO>[CH:12]1([NH:15][C:16]([C:18]2[CH:19]=[C:20]([F:38])[C:21]([CH3:37])=[C:22]([C:24]3[N+:29]([O-:9])=[CH:28][C:27]([C:30]([NH:32][C:33]([CH3:34])([CH3:35])[CH3:36])=[O:31])=[CH:26][CH:25]=3)[CH:23]=2)=[O:17])[CH2:14][CH2:13]1. Procedure: mCPBA (57-86%, 15 mg) was added to a solution of 6-{5-[(cyclopropylamino)carbonyl]-3-fluoro-2-methylphenyl}-N-(1,1-dimethylethyl)-3-pyridinecarboxamide (Intermediate 9, 20 mg) in chloroform (3 ml) at 60° C. and the reaction maintained at 60° C. for 7 hrs. The reaction was allowed to cool, diluted with methanol, and passed through an aminopropyl SPE (2 g) and an SCX SPE (1.0 g). The filtrate was reduced to dryness under vacuum and the residue triturated with ether to give 6-{5-[(cyclopropylamino)... The reactants are BrC1=CC=C(C=C1)C1=NSC2=C1C=CC(=C2)OCCCBr (3-(4-Bromo-phenyl)-6-(3-bromo-propoxy)-benzo[d]isothiazole), CNCC#C (Methyl-prop-2-ynyl-amine). The product is BrC1=CC=C(C=C1)C1=NSC2=C1C=CC(=C2)OCCCN(CC#C)C ({3-[3-(4-Bromo-phenyl)-benzo[d]isothiazol-6-yloxy]-propyl}-methyl-prop-2-ynyl-amine). As a reaction SMILES: [Br:1][C:2]1[CH:7]=[CH:6][C:5]([C:8]2[C:12]3[CH:13]=[CH:14][C:15]([O:17][CH2:18][CH2:19][CH2:20]Br)=[CH:16][C:11]=3[S:10][N:9]=2)=[CH:4][CH:3]=1.[CH3:22][NH:23][CH2:24][C:25]#[CH:26]>>[Br:1][C:2]1[CH:7]=[CH:6][C:5]([C:8]2[C:12]3[CH:13]=[CH:14][C:15]([O:17][CH2:18][CH2:19][CH2:20][N:23]([CH3:22])[CH2:24][C:25]#[CH:26])=[CH:16][C:11]=3[S:10][N:9]=2)=[CH:4][CH:3]=1. Reported procedure: In analogy to example 3.1, 3-(4-Bromo-phenyl)-6-(3-bromo-propoxy)-benzo[d]isothiazole and Methyl-prop-2-ynyl-amine were converted to yield {3-[3-(4-Bromo-phenyl)-benzo[d]isothiazol-6-yloxy]-propyl}-methyl-prop-2-ynyl-amine as colorless oil, MS: 415 (MH+, 1Br).